This data is from the Open Reaction Database (ORD), a public repository of structured organic reaction records. The task is: describe an organic reaction: reactants, conditions, products, and yield Reaction SMILES: Cl.[N:2]1[CH:7]=[CH:6][CH:5]=[CH:4][C:3]=1[N:8]([CH2:33][CH2:34][C:35]([O:37]CC)=[O:36])[C:9]([C:11]1[CH:32]=[CH:31][C:14]2[N:15]([CH2:29][CH3:30])[C:16]([CH2:18][NH:19][C:20]3[CH:25]=[CH:24][C:23]([C:26](=[NH:28])[NH2:27])=[CH:22][CH:21]=3)=[N:17][C:13]=2[CH:12]=1)=[O:10].[OH-].[Na+]>>[N:2]1[CH:7]=[CH:6][CH:5]=[CH:4][C:3]=1[N:8]([CH2:33][CH2:34][C:35]([OH:37])=[O:36])[C:9]([C:11]1[CH:32]=[CH:31][C:14]2[N:15]([CH2:29][CH3:30])[C:16]([CH2:18][NH:19][C:20]3[CH:25]=[CH:24][C:23]([C:26](=[NH:27])[NH2:28])=[CH:22][CH:21]=3)=[N:17][C:13]=2[CH:12]=1)=[O:10] |f:0.1,2.3|. Procedure: Prepared analogously to Example 26 from 1-ethyl-2-[N-(4-amidinophenyl)aminomethyl]benzimidazol-5-yl-carboxylic acid-N-(2-pyridyl)-N-(2-ethoxycarbonylethyl)amide hydrochloride and 2N sodium hydroxide solution. Yield: 49% of theory, C26H27N7O3 (485.6); EKA mass spectrum: (M+H)+=486; (M+H+Na)++=254.6; (M+2H)++=243.6; (M+2Na)++=265.7. Reactants: Cl.N1=C(C=CC=C1)N(C(=O)C1=CC2=C(N(C(=N2)CNC2=CC=C(C=C2)C(N)=N)CC)C=C1)CCC(=O)OCC (1-ethyl-2-[N-(4-amidinophenyl)aminomethyl]benzimidazol-5-yl-carboxylic acid-N-(2-pyridyl)-N-(2-ethoxycarbonylethyl)amide hydrochloride), [OH-].[Na+] (sodium hydroxide), C26H27N7O3. The yield is 49.0%. Product: N1=C(C=CC=C1)N(C(=O)C1=CC2=C(N(C(=N2)CNC2=CC=C(C=C2)C(N)=N)CC)C=C1)CCC(=O)O (1-ethyl-2-[N-(4-amidinophenyl)aminomethyl]benzimidazol-5-yl-carboxylic acid-N-(2-pyridyl)-N-(2-hydroxycarbonylethyl)amide). Starting materials: C(=O)(O)C1=CC=C(C=C1)C=1C([C@@H]2CC[C@]3([C@@]4(CC[C@@]5([C@@H]([C@H]4CC[C@@H]3[C@]2(CC1)C)[C@@H](CC5)C(=C)C)C(=O)NCCN(CC(=O)O)CC(=O)O)C)C)(C)C (2,2′-(2-((1R,3aS,5aR,5bR,7aR,11aS,11bR,13aR,13bR)-9-(4-carboxyphenyl)-5a,5b,8,8,11a-pentamethyl-1-(prop-1-en-2-yl)-2,3,3a,4,5,5a,5b,6,7,7a,8,11,11a,11b,12,13,13a,13b-octadecahydro-1H-cyclopenta[a]chrysene-3a-carboxamido)ethylazanediyl)diacetic acid), BrCCS(=O)(=O)O (2-bromoethanesulfonic acid). Yields the product C[C@]12CC[C@@]3([C@@H]([C@H]2CC[C@@H]2[C@]4(CC=C(C([C@@H]4CC[C@@]12C)(C)C)C1=CC=C(C(=O)O)C=C1)C)[C@@H](CC3)C(=C)C)C(NCCNCCS(=O)(=O)O)=O (4-((1R,3aS,5aR,5bR,7aR,11aS,11bR,13aR,13bR)-5a,5b,8,8,11a-pentamethyl-1-(prop-1-en-2-yl)-3a-(2-(2-sulfoethylamino)ethylcarbamoyl)-2,3,3a,4,5,5a,5b,6,7,7a,8,11,11a,11b,12,13,13a,13b-octadecahydro-1H-cyclopenta[a]chrysen-9-yl)benzoic acid), solid. Isolated yield 39.0%. As a reaction SMILES: [C:1]([C:4]1[CH:9]=[CH:8][C:7]([C:10]2[C:11]([CH3:52])([CH3:51])[C@H:12]3[C@:25]([CH3:28])([CH2:26][CH:27]=2)[C@@H:24]2[C@:15]([CH3:50])([C@@:16]4([CH3:49])[C@H:21]([CH2:22][CH2:23]2)[C@H:20]2[C@H:29]([C:32]([CH3:34])=[CH2:33])[CH2:30][CH2:31][C@:19]2([C:35]([NH:37][CH2:38][CH2:39][N:40](CC(O)=O)[CH2:41][C:42](O)=O)=[O:36])[CH2:18][CH2:17]4)[CH2:14][CH2:13]3)=[CH:6][CH:5]=1)([OH:3])=[O:2].BrCC[S:56]([OH:59])(=[O:58])=[O:57]>>[CH3:49][C@:16]12[C@@:15]3([CH3:50])[C@@H:24]([C@:25]4([CH3:28])[C@@H:12]([CH2:13][CH2:14]3)[C:11]([CH3:51])([CH3:52])[C:10]([C:7]3[CH:8]=[CH:9][C:4]([C:1]([OH:3])=[O:2])=[CH:5][CH:6]=3)=[CH:27][CH2:26]4)[CH2:23][CH2:22][C@@H:21]1[C@H:20]1[C@H:29]([C:32]([CH3:34])=[CH2:33])[CH2:30][CH2:31][C@:19]1([C:35](=[O:36])[NH:37][CH2:38][CH2:39][NH:40][CH2:41][CH2:42][S:56]([OH:59])(=[O:58])=[O:57])[CH2:18][CH2:17]2. Procedure: The title compound was prepared following the method described above for 2,2′-(2-((1R,3aS,5aR,5bR,7aR,11aS,11bR,13aR,13bR)-9-(4-carboxyphenyl)-5a,5b,8,8,11a-pentamethyl-1-(prop-1-en-2-yl)-2,3,3a,4,5,5a,5b,6,7,7a,8,11,11a,11b,12,13,13a,13b-octadecahydro-1H-cyclopenta[a]chrysene-3a-carboxamido)ethylazanediyl)diacetic acid (example 88). using 2-bromoethanesulfonic acid as alkylating reagent. The product was isolated as a white solid (3 mg, 39%). LCMS: m/e 709.37 (M+H)+, 2.04 min (method 1). 1H NMR ... Reactants: ClC=1N=CNC1 (4-chloro-1H-imidazole), O (water), N1C=NC=C1 (1H-imidazole), ClN1C(CCC1=O)=O (N-chlorosuccinimide), CN(C=O)C (N,N-dimethylformamide), CN(C=O)C (N,N-dimethylformamide). The product is Cl.ClC=1N=CN(C1)C=1C=C(NC(C1)=O)C(=O)O (4-(4-Chloro-1H-imidazol-1-yl)-6-oxo-1,6-dihydropyridine-2-carboxylic acid, hydrochloride salt). As a reaction SMILES: [Cl:1][C:2]1[N:3]=[CH:4][NH:5][CH:6]=1.N1[CH:11]=[CH:10][N:9]=C1.ClN1[C:17](=O)[CH2:16][CH2:15][C:14]1=[O:19].[OH2:20].CN(C)C=[O:24]>>[ClH:1].[Cl:1][C:2]1[N:3]=[CH:4][N:5]([C:17]2[CH:16]=[C:15]([C:14]([OH:19])=[O:24])[NH:9][C:10](=[O:20])[CH:11]=2)[CH:6]=1 |f:5.6|. Procedure: Synthesis of 4-chloro-1H-imidazole (C33). To a solution of 1H-imidazole (22.1 g, 324 mmol) in N,N-dimethylformamide at 0° C. was added drop-wise (over 4 hours) a solution of N-chlorosuccinimide (25 g, 190 mmol) in N,N-dimethylformamide (total solvent, 160 mL). The reaction was stirred at 0° C. for 1 hour, whereupon water (200 mL) was added at 0° C. The mixture was extracted with ethyl acetate (3×50 mL), and the combined organic layers were concentrated in vacuo. Purification was carried out usin... The reactants are COC(=O)c1ccc2cc(-c3ccc(OCCCO)c(C45CC6CC(CC(C6)C4)C5)c3)ccc2c1, CCCCO, [K+], [OH-]. Yields the product O=C(O)c1ccc2cc(-c3ccc(OCCCO)c(C45CC6CC(CC(C6)C4)C5)c3)ccc2c1. Reaction SMILES: [C:1]12([c:11]3[cH:12][c:13](-[c:22]4[cH:23][c:24]5[cH:25][cH:26][c:27]([C:32](=[O:33])[O:34][CH3:35])[cH:28][c:29]5[cH:30][cH:31]4)[cH:14][cH:15][c:16]3[O:17][CH2:18][CH2:19][CH2:20][OH:21])[CH2:2][CH:3]3[CH2:4][CH:5]([CH2:6][CH:7]([CH2:8]1)[CH2:9]3)[CH2:10]2.[CH2:38]([OH:39])[CH2:40][CH2:41][CH3:42].[K+:37].[OH-:36]>>[C:1]12([c:11]3[cH:12][c:13](-[c:22]4[cH:23][c:24]5[cH:25][cH:26][c:27]([C:32](=[O:33])[OH:34])[cH:28][c:29]5[cH:30][cH:31]4)[cH:14][cH:15][c:16]3[O:17][CH2:18][CH2:19][CH2:20][OH:21])[CH2:2][CH:3]3[CH2:4][CH:5]([CH2:6][CH:7]([CH2:8]1)[CH2:9]3)[CH2:10]2.